Dataset: the Open Reaction Database (ORD), a public repository of structured organic reaction records. Task: describe an organic reaction: reactants, conditions, products, and yield Reactants: NC1=NC(=NN1C(=O)C1=CC(=CC=C1)C)NC1=CC(=CC=C1)O (5-amino-3-[3-(hydroxy)phenylamino]-1-(3-(methyl)phenyl)carbonyl-1H-1,2,4-triazole), C(=O)([O-])[O-].[K+].[K+] (K2CO3), BrCC#N (BrCH2CN). The solvent is CC(CC)=O (2-butanone). Reaction conditions: temperature 75 celsius, time 20 hour. Product: NC1=NC(=NN1C(=O)C1=CC(=CC=C1)C)NC1=CC(=CC=C1)OCC#N (5-amino-3-[3-(cyanomethoxy)phenylamino]-1-(3-(methyl)phenyl)carbonyl-1H-1,2,4-triazole). Reaction SMILES: [NH2:1][C:2]1[N:6]([C:7]([C:9]2[CH:14]=[CH:13][CH:12]=[C:11]([CH3:15])[CH:10]=2)=[O:8])[N:5]=[C:4]([NH:16][C:17]2[CH:22]=[CH:21][CH:20]=[C:19]([OH:23])[CH:18]=2)[N:3]=1.C([O-])([O-])=O.[K+].[K+].Br[CH2:31][C:32]#[N:33]>CC(=O)CC>[NH2:1][C:2]1[N:6]([C:7]([C:9]2[CH:14]=[CH:13][CH:12]=[C:11]([CH3:15])[CH:10]=2)=[O:8])[N:5]=[C:4]([NH:16][C:17]2[CH:22]=[CH:21][CH:20]=[C:19]([O:23][CH2:31][C:32]#[N:33])[CH:18]=2)[N:3]=1 |f:1.2.3|. Reported procedure: Alternatively, to a solution of 5-amino-3-[3-(hydroxy)phenylamino]-1-(3-(methyl)phenyl)carbonyl-1H-1,2,4-triazole (Ia-7) (0.84 g, 2.7 mmol) in 2-butanone (9 mL) was added K2CO3 (0.41 g, 3.0 mmol) and BrCH2CN (0.36 g, 3.0 mmol). After stirring the mixture at 75° C. for 20 h, the 2-butanone was removed under reduced pressure. The residue was dissolved in EtOAc (50 mL), washed with water (50 mL), brine (30 mL), dried (Na2SO4) and concentrated to afford the crude product: Recrystallization from CH3C... Starting materials: BrC=1C=CC2=C(C(N3C(C(N2C)=O)CCC3)=O)C1 (7-bromo-1,2,3,11 a-tetrahydro-10-methyl-5 H-pyrrolo[2,1-c] [1,4] -benzodiazepin-5,11(10H)dione), B (borane). Run in O1CCCC1 (tetrahydrofuran). The product is BrC=1C=CC2=C(CN3C(C(N2C)=O)CCC3)C1 (7-Bromo-1,2,3,5,10,11a-hexahydro-10-methyl-11 H-pyrrolo[2,1-c] [1,4] benzodiazepin-11-one). RXN SMILES: [Br:1][C:2]1[CH:3]=[CH:4][C:5]2[N:11]([CH3:12])[C:10](=[O:13])[CH:9]3[CH2:14][CH2:15][CH2:16][N:8]3[C:7](=O)[C:6]=2[CH:18]=1.B>O1CCCC1>[Br:1][C:2]1[CH:3]=[CH:4][C:5]2[N:11]([CH3:12])[C:10](=[O:13])[CH:9]3[CH2:14][CH2:15][CH2:16][N:8]3[CH2:7][C:6]=2[CH:18]=1. Reported procedure: The above compound is prepared when 7-bromo-1,2,3,11 a-tetrahydro-10-methyl-5 H-pyrrolo[2,1-c] [1,4] -benzodiazepin-5,11(10H)dione (prepared by reaction of proline and 5- bromo N-methylisatoic anhydride as described in Example 1) is treated with 1M borane in tetrahydrofuran as described in Example 1. Product: BrC=1C=CC2=C(N=C(S2)CN)C1 (C-(5-Bromo-benzothiazol-2-yl)-methylamine). The solvent is CO (methanol). Starting materials: N (ammonia), BrC=1C=CC2=C(N=C(S2)CBr)C1 (5-Bromo-2-bromomethyl-benzothiazole). Conditions: time 3 hour. As a reaction SMILES: [NH3:1].[Br:2][C:3]1[CH:4]=[CH:5][C:6]2[S:10][C:9]([CH2:11]Br)=[N:8][C:7]=2[CH:13]=1>CO>[Br:2][C:3]1[CH:4]=[CH:5][C:6]2[S:10][C:9]([CH2:11][NH2:1])=[N:8][C:7]=2[CH:13]=1. Procedure: Gaseous ammonia is bubbled through a solution of 5-Bromo-2-bromomethyl-benzothiazole (0.850 g, 2.768 mmol) in methanol (16 mL) for 10 minutes at 0° C. then stirred at room temperature for 3 hours. The reaction mixture is dried over magnesium sulfate, filtered and the solvent is evaporated in vacuo. The crude material is washed with n-pentane and hexane to afford the title compound (0.78 g). 1H NMR (400 MHz, DMSO-d6) δ: 4.52 (s, 2H), 7.69-7.72 (dd, J1=1.96 Hz, J2=8.68 Hz, 1H), 7.95 (d, J=8.64 Hz,... Run in COCCOC.O (DME water). Isolated yield 71.0%. As a reaction SMILES: Cl[C:2]1[C:7]([CH:8]([CH2:13][CH2:14][CH3:15])[C:9]([O:11][CH3:12])=[O:10])=[C:6]([CH3:16])[N:5]=[C:4]([C:17]2[CH:22]=[CH:21][CH:20]=[CH:19][CH:18]=2)[N:3]=1.C(N(CC)C(C)C)(C)C.[CH3:32][C:33]1[CH:34]=[C:35](B(O)O)[CH:36]=[CH:37][C:38]=1[CH3:39]>COCCOC.O.[Pd].C1(P(C2C=CC=CC=2)C2C=CC=CC=2)C=CC=CC=1.C1(P(C2C=CC=CC=2)C2C=CC=CC=2)C=CC=CC=1.C1(P(C2C=CC=CC=2)C2C=CC=CC=2)C=CC=CC=1.C1(P(C2C=CC=CC=2)C2C=CC=CC=2)C=CC=CC=1>[CH3:32][C:33]1[CH:34]=[C:35]([C:2]2[C:7]([CH:8]([CH2:13][CH2:14][CH3:15])[C:9]([O:11][CH3:12])=[O:10])=[C:6]([CH3:16])[N:5]=[C:4]([C:17]3[CH:22]=[CH:21][CH:20]=[CH:19][CH:18]=3)[N:3]=2)[CH:36]=[CH:37][C:38]=1[CH3:39] |f:3.4,5.6.7.8.9|. Procedure details: This compound was prepared according to general method E from methyl 2-(4-chloro-6-methyl-2-phenylpyrimidin-5-yl)pentanoate (0.159 g; 0.5 mmol) tetrakis(triphenylphosphine) palladium(0) (0.058 mg; 0.05 mmol), N,N-diisopropylethylamine (0.345 mL; 2 mmol) and 3,4-dimethylphenylboronic acid (0.225 g; 1.5 mmol) in DME-water (2 mL) for 1 h. Purification by flash-chromatography on silica gel using a gradient of ethyl acetate (2-40%) in heptane furnished 0.138 g (71%) of the title compound. The reagents and catalysts are [Pd].C1(=CC=CC=C1)P(C1=CC=CC=C1)C1=CC=CC=C1.C1(=CC=CC=C1)P(C1=CC=CC=C1)C1=CC=CC=C1.C1(=CC=CC=C1)P(C1=CC=CC=C1)C1=CC=CC=C1.C1(=CC=CC=C1)P(C1=CC=CC=C1)C1=CC=CC=C1 (tetrakis(triphenylphosphine) palladium(0)). Product: CC=1C=C(C=CC1C)C1=NC(=NC(=C1C(C(=O)OC)CCC)C)C1=CC=CC=C1 (Methyl 2-(4-(3,4-dimethylphenyl)-6-methyl-2-phenylpyrimidin-5-yl)pentanoate). Reactants: ClC1=NC(=NC(=C1C(C(=O)OC)CCC)C)C1=CC=CC=C1 (methyl 2-(4-chloro-6-methyl-2-phenylpyrimidin-5-yl)pentanoate), C(C)(C)N(C(C)C)CC (N,N-diisopropylethylamine), CC=1C=C(C=CC1C)B(O)O (3,4-dimethylphenylboronic acid). Reaction SMILES: [C:1]([NH2:2])(=[O:3])[c:4]1[o:5][c:6]2[c:7]([cH:8]1)[cH:9][cH:10][c:11]([O:13][CH2:14][CH:15]([CH2:16][Cl:17])[OH:18])[cH:12]2.[CH3:19][O:20][c:21]1[c:22]([N:27]2[CH2:28][CH2:29][NH:30][CH2:31][CH2:32]2)[cH:23][cH:24][cH:25][cH:26]1>>[C:1]([NH2:2])(=[O:3])[c:4]1[o:5][c:6]2[c:7]([cH:8]1)[cH:9][cH:10][c:11]([O:13][CH2:14][CH:15]([CH2:16][N:30]1[CH2:29][CH2:28][N:27]([c:22]3[c:21]([O:20][CH3:19])[cH:26][cH:25][cH:24][cH:23]3)[CH2:32][CH2:31]1)[OH:18])[cH:12]2. Starting materials: NC(=O)c1cc2ccc(OCC(O)CCl)cc2o1, COc1ccccc1N1CCNCC1. The product is COc1ccccc1N1CCN(CC(O)COc2ccc3cc(C(N)=O)oc3c2)CC1.